describe an organic reaction: reactants, conditions, products, and yield From a dataset of the Open Reaction Database (ORD), a public repository of structured organic reaction records. The reactants are O=C(OOC(=O)c1ccccc1)c1ccccc1, ClC(Cl)(Cl)Cl, Cc1nc2ccccc2nc1-c1ccccc1, O=C1CCC(=O)N1Br. Product: BrCc1nc2ccccc2nc1-c1ccccc1. Reaction SMILES: [C:26]([O:27][O:28][C:29](=[O:30])[c:31]1[cH:32][cH:33][cH:34][cH:35][cH:36]1)(=[O:37])[c:38]1[cH:39][cH:40][cH:41][cH:42][cH:43]1.[C:44]([Cl:45])([Cl:46])([Cl:47])[Cl:48].[CH3:1][c:2]1[n:3][c:4]2[cH:5][cH:6][cH:7][cH:8][c:9]2[n:10][c:11]1-[c:12]1[cH:13][cH:14][cH:15][cH:16][cH:17]1.[O:18]=[C:19]1[N:20]([Br:25])[C:21](=[O:22])[CH2:23][CH2:24]1>>[CH2:1]([c:2]1[n:3][c:4]2[cH:5][cH:6][cH:7][cH:8][c:9]2[n:10][c:11]1-[c:12]1[cH:13][cH:14][cH:15][cH:16][cH:17]1)[Br:25].